From a dataset of the Open Reaction Database (ORD), a public repository of structured organic reaction records. describe an organic reaction: reactants, conditions, products, and yield The product is ClC1=NSN=C1C=1SC=CC1 (3-Chloro-4-(thiophen-2-yl)-1,2,5-thiadiazole). Yield: 54.0%. RXN SMILES: C([Sn](CCCC)(CCCC)[C:6]1[S:7][CH:8]=[CH:9][CH:10]=1)CCC.[Cl:19][C:20]1[C:24](Cl)=[N:23][S:22][N:21]=1>C1(C)C=CC=CC=1.C1C=CC([P]([Pd]([P](C2C=CC=CC=2)(C2C=CC=CC=2)C2C=CC=CC=2)([P](C2C=CC=CC=2)(C2C=CC=CC=2)C2C=CC=CC=2)[P](C2C=CC=CC=2)(C2C=CC=CC=2)C2C=CC=CC=2)(C2C=CC=CC=2)C2C=CC=CC=2)=CC=1>[Cl:19][C:20]1[C:24]([C:6]2[S:7][CH:8]=[CH:9][CH:10]=2)=[N:23][S:22][N:21]=1 |^1:36,38,57,76|. Starting materials: C(CCC)[Sn](C=1SC=CC1)(CCCC)CCCC (2-(tributylstannyl)thiophene), ClC1=NSN=C1Cl (3,4-dichloro-1,2,5-thiadiazole), tetrakis (triphenylphosphine)palladium(0). Reagents/catalysts: C=1C=CC(=CC1)[P](C=2C=CC=CC2)(C=3C=CC=CC3)[Pd]([P](C=4C=CC=CC4)(C=5C=CC=CC5)C=6C=CC=CC6)([P](C=7C=CC=CC7)(C=8C=CC=CC8)C=9C=CC=CC9)[P](C=1C=CC=CC1)(C=1C=CC=CC1)C=1C=CC=CC1 (tetrakis(triphenylphosphine)palladium(0)). Reported procedure: 0.92 g (0.00246 mol) of 2-(tributylstannyl)thiophene and 0.12 g (0.0001 mol) of tetrakis(triphenylphosphine)palladium(0) were added to a solution of 0.33 g (0.00213 mol) of 3,4-dichloro-1,2,5-thiadiazole in 4 mL of toluene under nitrogen and heated at reflux. After 3 and 6 h respectively, 0.04 g (2 times 2.5×10−5 mol) of tetrakis (triphenylphosphine)palladium(0) were added. After 24 h of reflux (quantitative HPLC: 54% of product formed, all the stannane was consumed), the reaction medium was dil... Solvent: C1(=CC=CC=C1)C (toluene). Starting materials: Cl.FC1=CC2=C(C(=NO2)C2CCNCC2)C=C1 (6-fluoro-3-(4-piperidinyl)-1,2-benzisoxazole hydrochloride), C(=O)([O-])[O-].[K+].[K+] (K2CO3), BrCCCCOC1=C(C=C(C=C1)C=O)OC (1-[4-(4-bromobutoxy)-3-methoxyphenyl]methanone), CN(C=O)C (dimethylformamide). The solvent is O (water). Conditions: temperature 75 celsius. Product: FC1=CC2=C(C(=NO2)C2CCN(CC2)CCCCOC2=C(C=C(C=C2)C(C)=O)OC)C=C1 (1-[4-[4-[4-(6-Fluoro-1,2-benzisoxazol-3-yl)-1-piperidinyl]butoxy]-3-methoxyphenyl]ethanone). Isolated yield 87.4%. As a reaction SMILES: Cl.[F:2][C:3]1[CH:17]=[CH:16][C:6]2[C:7]([CH:10]3[CH2:15][CH2:14][NH:13][CH2:12][CH2:11]3)=[N:8][O:9][C:5]=2[CH:4]=1.[C:18]([O-])([O-])=O.[K+].[K+].Br[CH2:25][CH2:26][CH2:27][CH2:28][O:29][C:30]1[CH:35]=[CH:34][C:33]([CH:36]=[O:37])=[CH:32][C:31]=1[O:38][CH3:39].CN(C)C=O>O>[F:2][C:3]1[CH:17]=[CH:16][C:6]2[C:7]([CH:10]3[CH2:11][CH2:12][N:13]([CH2:25][CH2:26][CH2:27][CH2:28][O:29][C:30]4[CH:35]=[CH:34][C:33]([C:36](=[O:37])[CH3:18])=[CH:32][C:31]=4[O:38][CH3:39])[CH2:14][CH2:15]3)=[N:8][O:9][C:5]=2[CH:4]=1 |f:0.1,2.3.4|. Reported procedure: A stirred mixture of 6-fluoro-3-(4-piperidinyl)-1,2-benzisoxazole hydrochloride (5.1 g, 0.02 mol), K2CO3 (5.2 g, 0.04 mol), 1-[4-(4-bromobutoxy)-3-methoxyphenyl]methanone (6.6 g, 22 mmol), and dimethylformamide (60 ml) was heated at 75° C. for 5 hours. The reaction was poured into water, and the aqueous mixture was extracted with ethyl acetate. The ethyl acetate was washed (water), dried (MgSO4), and the solvent was concentrated to yield initially an oil, which solidified upon standing. The soli... Reactants: [NH4+].[Cl-] (NH4Cl), FC=1C(=NC(=NC1)C1=CN(C2=NC=C(C=C21)F)S(=O)(=O)C2=CC=C(C)C=C2)N[C@H](/C=C/P(OC(C)C)(OC(C)C)=O)C(C)(C)C ((R,E)-diisopropyl (3-((5-fluoro-2-(5-fluoro-1-tosyl-1H-pyrrolo[2,3-b]pyridin-3-yl)pyrimidin-4-yl)amino)-4,4-dimethylpent-1-en-1-yl)phosphonate), FC=1C(=NC(=NC1)C1=CN(C2=NC=C(C=C21)F)S(=O)(=O)C2=CC=C(C)C=C2)N[C@H](/C=C/P(OC(C)C)(OC(C)C)=O)C(C)(C)C ((R,E)-diisopropyl (3-((5-fluoro-2-(5-fluoro-1-tosyl-1H-pyrrolo[2,3-b]pyridin-3-yl)pyrimidin-4-yl)amino)-4,4-dimethylpent-1-en-1-yl)phosphonate), C[O-].[Na+] (sodium methoxide). Solvent: CO (methanol). Run at time 3 minute. Yields the product FC=1C(=NC(=NC1)C1=CNC2=NC=C(C=C21)F)N[C@H](/C=C/P(OC(C)C)(OC(C)C)=O)C(C)(C)C ((R,E)-diisopropyl (3-((5-fluoro-2-(5-fluoro-1H-pyrrolo[2,3-b]pyridin-3-yl)pyrimidin-4-yl)amino)-4,4-dimethylpent-1-en-1-yl)phosphonate). Reaction SMILES: [F:1][C:2]1[C:3]([NH:28][C@@H:29]([C:42]([CH3:45])([CH3:44])[CH3:43])/[CH:30]=[CH:31]/[P:32](=[O:41])([O:37][CH:38]([CH3:40])[CH3:39])[O:33][CH:34]([CH3:36])[CH3:35])=[N:4][C:5]([C:8]2[C:16]3[C:11](=[N:12][CH:13]=[C:14]([F:17])[CH:15]=3)[N:10](S(C3C=CC(C)=CC=3)(=O)=O)[CH:9]=2)=[N:6][CH:7]=1.C[O-].[Na+].[NH4+].[Cl-]>CO>[F:1][C:2]1[C:3]([NH:28][C@@H:29]([C:42]([CH3:45])([CH3:44])[CH3:43])/[CH:30]=[CH:31]/[P:32](=[O:41])([O:37][CH:38]([CH3:39])[CH3:40])[O:33][CH:34]([CH3:35])[CH3:36])=[N:4][C:5]([C:8]2[C:16]3[C:11](=[N:12][CH:13]=[C:14]([F:17])[CH:15]=3)[NH:10][CH:9]=2)=[N:6][CH:7]=1 |f:1.2,3.4|. Procedure details: To a solution of (R,E)-diisopropyl (3-((5-fluoro-2-(5-fluoro-1-tosyl-1H-pyrrolo[2,3-b]pyridin-3-yl)pyrimidin-4-yl)amino)-4,4-dimethylpent-1-en-1-yl)phosphonate, 17a, (1.0 g, 1.51 mmol) in methanol (30 mL) was added sodium methoxide (8.2 mL of 25% wt solution in MeOH). After 3 minutes, the mixture was diluted into aqueous saturated NH4Cl solution and extracted twice with EtOAc. The combined organic phases were dried (MgSO4), filtered and concentrated in vacuo. The crude residue was purified via s... Reactants: BrCC1=C(C=C(C=C1)F)I (1-(bromomethyl)-4-fluoro-2-iodobenzene), [N-]=[N+]=[N-].[Na+] (sodium azide). Solvent: CN(C=O)C (N,N-dimethylformamide). Run at temperature 50 celsius. Yields the product N(=[N+]=[N-])CC1=C(C=C(C=C1)F)I (1-(Azidomethyl)-4-fluoro-2-iodobenzene). Yield: 99.8%. RXN SMILES: Br[CH2:2][C:3]1[CH:8]=[CH:7][C:6]([F:9])=[CH:5][C:4]=1[I:10].[N-:11]=[N+:12]=[N-:13].[Na+]>CN(C)C=O>[N:11]([CH2:2][C:3]1[CH:8]=[CH:7][C:6]([F:9])=[CH:5][C:4]=1[I:10])=[N+:12]=[N-:13] |f:1.2|. Procedure details: A solution of 1-(bromomethyl)-4-fluoro-2-iodobenzene (M. Protiva et al., Collect. Czech. Chem. Comm., 44, 1979, 2108–2123) (17.9 g, 56.8 mmol) in N,N-dimethylformamide (35 ml) was treated with sodium azide (5.0 g, 76.7 mmol) and the resulting mixture was heated to 50° C. for 4 h. The cooled mixture was filtered, the filtrate was concentrated in vacuo and the residue was chromatographed on silica gel (elution hexane) to give 15.7 g (97% yield) of the title azide as a clear oil. 1HNMR 400 MHz (DMS...